Task: describe an organic reaction: reactants, conditions, products, and yield. Dataset: the Open Reaction Database (ORD), a public repository of structured organic reaction records The product is CC(=O)O[C@H]1CC[C@@H]2[C@@]1(CC[C@H]3[C@H]2CCC4=CC(=O)CC[C@H]34)C (19-nortestosterone acetate), powder. Reaction SMILES: [CH3:1][C@@:2]12[C@@H:10]([OH:11])[CH2:9][CH2:8][C@H:7]1[C@@H:6]1[CH2:12][CH2:13][C:14]3[C@@H:20]([C@H:5]1[CH2:4][CH2:3]2)[CH2:19][CH2:18][C:16](=[O:17])[CH:15]=3.[C:21](OC(=O)C)(=[O:23])[CH3:22]>N1C=CC=CC=1.C(Cl)(=O)C>[CH3:22][C:21]([O:11][C@@H:10]1[C@@:2]2([CH3:1])[CH2:3][CH2:4][C@@H:5]3[C@@H:20]4[C:14](=[CH:15][C:16]([CH2:18][CH2:19]4)=[O:17])[CH2:13][CH2:12][C@H:6]3[C@@H:7]2[CH2:8][CH2:9]1)=[O:23]. Reported procedure: In an apparatus supplied with a drierite drying tube, a solution of 19-nor-testosterone (6) (100 g; 0.365 mole) in acetic anhydride (200 ml), pyridine (32 ml) and acetylchloride (320 ml) was heated at reflux under magnetic stirring, for 3 h and then concentrated to dryness under vacuum. The dry residue was triturated in absolute ethanol, filtered and washed with little portions of absolute ethanol. After drying, 19-nortestosterone acetate 3-enolacetate was obtained as a white powder (121.4 g, yi... Solvent: N1=CC=CC=C1 (pyridine), C(C)(=O)Cl (acetylchloride). Starting materials: C[C@]12CC[C@H]3[C@H]([C@@H]1CC[C@@H]2O)CCC4=CC(=O)CC[C@H]34 (19-nor-testosterone), C(C)(=O)OC(C)=O (acetic anhydride). The yield is 93.0%.